This data is from the Open Reaction Database (ORD), a public repository of structured organic reaction records. The task is: describe an organic reaction: reactants, conditions, products, and yield The reactants are CC12CCC(=O)NC1=CCC1C2CCC2(C)C(C(=O)O)CCC12, NC(Cc1cccs1)c1cccs1. Yields the product CC12CCC(=O)NC1=CCC1C2CCC2(C)C(C(=O)NC(Cc3cccs3)c3cccs3)CCC12. Reaction SMILES: [O:1]=[C:2]1[NH:3][C:4]2=[CH:5][CH2:6][CH:7]3[CH:8]4[CH2:9][CH2:10][CH:11]([C:21](=[O:22])[OH:23])[C:12]4([CH3:13])[CH2:14][CH2:15][CH:16]3[C:17]2([CH3:20])[CH2:18][CH2:19]1.[s:24]1[c:25]([CH:29]([CH2:30][c:31]2[s:32][cH:33][cH:34][cH:35]2)[NH2:36])[cH:26][cH:27][cH:28]1>>[O:1]=[C:2]1[NH:3][C:4]2=[CH:5][CH2:6][CH:7]3[CH:8]4[CH2:9][CH2:10][CH:11]([C:21](=[O:22])[NH:36][CH:29]([c:25]5[s:24][cH:28][cH:27][cH:26]5)[CH2:30][c:31]5[s:32][cH:33][cH:34][cH:35]5)[C:12]4([CH3:13])[CH2:14][CH2:15][CH:16]3[C:17]2([CH3:20])[CH2:18][CH2:19]1. Reactants: N#Cc1cc(-c2cnc(Br)s2)ccc1F, CC1(C)OB(c2cccc3c2CCC3O[Si](C)(C)C(C)(C)C)OC1(C)C, [Na+], [Na+], O=C([O-])[O-], C1COCCO1, O, c1ccc(P(c2ccccc2)(c2ccccc2)[Pd](P(c2ccccc2)(c2ccccc2)c2ccccc2)(P(c2ccccc2)(c2ccccc2)c2ccccc2)P(c2ccccc2)(c2ccccc2)c2ccccc2)cc1. The product is CC(C)(C)[Si](C)(C)OC1CCc2c(-c3ncc(-c4ccc(F)c(C#N)c4)s3)cccc21. Reaction SMILES: [Br:1][c:2]1[s:3][c:4](-[c:7]2[cH:8][cH:9][c:10]([F:15])[c:11]([C:12]#[N:13])[cH:14]2)[cH:5][n:6]1.[C:16]([CH3:17])([CH3:18])([CH3:19])[Si:20]([O:21][CH:22]1[CH2:23][CH2:24][c:25]2[c:26]([B:31]3[O:32][C:33]([CH3:34])([CH3:35])[C:36]([CH3:37])([CH3:38])[O:39]3)[cH:27][cH:28][cH:29][c:30]21)([CH3:40])[CH3:41].[Na+:42].[Na+:43].[O-:44][C:45](=[O:46])[O-:47].[O:48]1[CH2:49][CH2:50][O:51][CH2:52][CH2:53]1.[OH2:54].[cH:55]1[cH:56][cH:57][c:58]([P:59]([Pd:60]([P:61]([c:62]2[cH:63][cH:64][cH:65][cH:66][cH:67]2)([c:68]2[cH:69][cH:70][cH:71][cH:72][cH:73]2)[c:74]2[cH:75][cH:76][cH:77][cH:78][cH:79]2)([P:80]([c:81]2[cH:82][cH:83][cH:84][cH:85][cH:86]2)([c:87]2[cH:88][cH:89][cH:90][cH:91][cH:92]2)[c:93]2[cH:94][cH:95][cH:96][cH:97][cH:98]2)[P:99]([c:100]2[cH:101][cH:102][cH:103][cH:104][cH:105]2)([c:106]2[cH:107][cH:108][cH:109][cH:110][cH:111]2)[c:112]2[cH:113][cH:114][cH:115][cH:116][cH:117]2)([c:118]2[cH:119][cH:120][cH:121][cH:122][cH:123]2)[c:124]2[cH:125][cH:126][cH:127][cH:128][cH:129]2)[cH:130][cH:131]1>>[c:2]1(-[c:26]2[c:25]3[c:30]([cH:29][cH:28][cH:27]2)[CH:22]([O:21][Si:20]([C:16]([CH3:17])([CH3:18])[CH3:19])([CH3:40])[CH3:41])[CH2:23][CH2:24]3)[s:3][c:4](-[c:7]2[cH:8][cH:9][c:10]([F:15])[c:11]([C:12]#[N:13])[cH:14]2)[cH:5][n:6]1. The reactants are ice water, FC(C1=NC(=C(C(=C1C(=O)OCC)O)C)C(F)(F)F)(F)F (Ethyl 2,6-bis(trifluoromethyl)-4-hydroxy-5-methyl-3-pyridinecarboxylate), [OH-].[K+] (KOH), CO (methanol), Cl (HCl). Run in O (water). Yields the product FC(C1=NC(=C(C(=C1C(=O)O)O)C)C(F)(F)F)(F)F (2,6-Bis(trifluoromethyl)-4-hydroxy-5-methyl-3-pyridinecarboxylic acid). The yield is 39.5%. As a reaction SMILES: [F:1][C:2]([F:21])([F:20])[C:3]1[C:8]([C:9]([O:11]CC)=[O:10])=[C:7]([OH:14])[C:6]([CH3:15])=[C:5]([C:16]([F:19])([F:18])[F:17])[N:4]=1.[OH-].[K+].CO.Cl>O>[F:20][C:2]([F:1])([F:21])[C:3]1[C:8]([C:9]([OH:11])=[O:10])=[C:7]([OH:14])[C:6]([CH3:15])=[C:5]([C:16]([F:19])([F:18])[F:17])[N:4]=1 |f:1.2|. Reported procedure: A mixture of 13 g (0.041 mol) of product of Example 35, 10 g of KOH, 100 ml of methanol, 100 ml of water was held at reflux for 20 hours, cooled, and poured into ice water (500 ml) containing 20 ml of concentrated HCl. The mixture was extracted with ether. The ether solution was dried and concentrated to give a solid which was recrystallized from hexane to give 4.68 g (39%) of product; mp 161°-162° C. A second crop, 4.74 g (40%), mp 155°-159° C., was obtained from mother liquor. Total yield was ... Reactants: FC1=C(C=CC(=C1F)OCCCCCCC(C(C(C(F)(F)F)(F)F)(F)F)(F)F)I (2,3-Difluoro-1-iodo-4-(7,7,8,8,9,9,10,10,10-nonafluoro-decyloxy)-benzene), FC1=C(C=CC(=C1F)OCCCCC(C(C(C(F)(F)F)(F)F)(F)F)(F)F)B(O)O (2,3-Difluoro-4-(5,5,6,6,7,7,8,8,8-nonafluoro-octyloxy)-phenylboronic Acid). The product is FC1=C(C=CC(=C1F)OCCCCCCC(C(C(C(F)(F)F)(F)F)(F)F)(F)F)B(O)O (2,3-Difluoro-4-(7,7,8,8,9,9,10,10,10-nonafluoro-decyloxy)-phenylboronic Acid). The yield is 89.0%. Reaction SMILES: [F:1][C:2]1[C:7]([F:8])=[C:6]([O:9][CH2:10][CH2:11][CH2:12][CH2:13][CH2:14][CH2:15][C:16]([F:28])([F:27])[C:17]([F:26])([F:25])[C:18]([F:24])([F:23])[C:19]([F:22])([F:21])[F:20])[CH:5]=[CH:4][C:3]=1I.FC1C(F)=C(OCCCCC(F)(F)C(F)(F)C(F)(F)C(F)(F)F)C=CC=1[B:56]([OH:58])[OH:57]>>[F:1][C:2]1[C:7]([F:8])=[C:6]([O:9][CH2:10][CH2:11][CH2:12][CH2:13][CH2:14][CH2:15][C:16]([F:28])([F:27])[C:17]([F:26])([F:25])[C:18]([F:24])([F:23])[C:19]([F:22])([F:21])[F:20])[CH:5]=[CH:4][C:3]=1[B:56]([OH:58])[OH:57]. Procedure: 2,3-Difluoro-4-(7,7,8,8,9,9,10,10,10-nonafluoro-decyloxy)-phenylboronic acid (11B) was prepared from 2,3-difluoro-1-iodo-4-(7,7,8,8,9,9,10,10,10-nonafluoro-decyloxy)-benzene (10B) as described in the preparation 2,3-difluoro-4-(5,5,6,6,7,7,8,8,8-nonafluoro-octyloxy)-phenylboronic acid (11A), yielding 2,3-difluoro-4-(7,7,8,8,9,9,10,10,10-nonafluoro-decyloxy)-phenylboronic acid (11B) as a colorless oil (89%). Reactants: O=C([O-])[O-], CC(C)CCCCCCCBr, O=C(Cc1ccccc1)c1cc(O)ccc1O, CC(C)=O, [K+], [K+]. The product is CC(C)CCCCCCCOc1ccc(O)c(C(=O)Cc2ccccc2)c1. RXN SMILES: [C:29](=[O:30])([O-:31])[O-:32].[CH2:18]([CH2:19][CH2:20][CH2:21][CH2:22][CH2:23][CH2:24][CH:25]([CH3:26])[CH3:27])[Br:28].[CH2:1]([c:2]1[cH:3][cH:4][cH:5][cH:6][cH:7]1)[C:8](=[O:9])[c:10]1[c:11]([OH:17])[cH:12][cH:13][c:14]([OH:16])[cH:15]1.[CH3:35][C:36](=[O:37])[CH3:38].[K+:33].[K+:34]>>[CH2:1]([c:2]1[cH:3][cH:4][cH:5][cH:6][cH:7]1)[C:8](=[O:9])[c:10]1[c:11]([OH:17])[cH:12][cH:13][c:14]([O:16][CH2:18][CH2:19][CH2:20][CH2:21][CH2:22][CH2:23][CH2:24][CH:25]([CH3:26])[CH3:27])[cH:15]1. Reactants: O1CCN(CC1)C1=CC=C(C=C1)NC=C1C(NC2=CC=CC=C12)=O (3-[(4-morpholinophenylamino)-methylene]-1,3-dihydro-indol-2-one), C=O (paraformaldehyde), N1CCCCC1 (piperidine). Run in CCO (EtOH). The product is N1(CCOCC1)C1=CC=C(C=C1)NC=C1C(N(C2=CC=CC=C12)CN1CCCCC1)=O (3-[(4-Morpholin-4-yl-phenylamino)-methylene]-1-piperidin-1-ylmethyl-1,3-dihydro-indol-2-one). Yield: 95.5%. RXN SMILES: [O:1]1[CH2:6][CH2:5][N:4]([C:7]2[CH:12]=[CH:11][C:10]([NH:13][CH:14]=[C:15]3[C:23]4[C:18](=[CH:19][CH:20]=[CH:21][CH:22]=4)[NH:17][C:16]3=[O:24])=[CH:9][CH:8]=2)[CH2:3][CH2:2]1.[CH2:25]=O.[NH:27]1[CH2:32][CH2:31][CH2:30][CH2:29][CH2:28]1>CCO>[N:4]1([C:7]2[CH:12]=[CH:11][C:10]([NH:13][CH:14]=[C:15]3[C:23]4[C:18](=[CH:19][CH:20]=[CH:21][CH:22]=4)[N:17]([CH2:25][N:27]4[CH2:32][CH2:31][CH2:30][CH2:29][CH2:28]4)[C:16]3=[O:24])=[CH:9][CH:8]=2)[CH2:5][CH2:6][O:1][CH2:2][CH2:3]1. Procedure details: A solution of 3-[(4-morpholinophenylamino)-methylene]-1,3-dihydro-indol-2-one (17.3 g, 53.8 mmol) and paraformaldehyde (2.43 g, 80.9 mmol.) in 125 mL of EtOH was treated with piperidine (5.87 mL, 59.3 mmol). The reaction mixture was then heated at a reflux temperature for 5 hours during which time a yellow precipitate formed. The reaction mixture was allowed to cool to room temperature and the solid was collected by filtration and washed with EtOH and dried under vacuum to give the title compoun... Reactants: Cl.CC1=NC2=C(N1C1CCOCC1)C=CC(=C2)C(=O)O (2-methyl-1-(tetrahydropyran-4-yl)benzimidazole-5-carboxylic acid HCl salt), NC1=C(C=CC=C1OC)O (2-amino-3-methoxyphenol), CCN=C=NCCCN(C)C (WSC), C(O)([O-])=O.[Na+] (sodium hydrogen carbonate), CS(=O)(=O)O (methanesulfonic acid). The solvent is CN(C)C=O (DMF), O (Water), O (water). The product is COC=1C=CC2=C(N=C(O2)C2=CC3=C(N(C(=N3)C)C3CCOCC3)C=C2)C1 (5-(5-methoxybenzoxazol-2-yl)-2-methyl-1-(tetrahydropyran-4-yl)benzimidazole). The yield is 3.3%. RXN SMILES: Cl.[CH3:2][C:3]1[N:7]([CH:8]2[CH2:13][CH2:12][O:11][CH2:10][CH2:9]2)[C:6]2[CH:14]=[CH:15][C:16]([C:18]([OH:20])=O)=[CH:17][C:5]=2[N:4]=1.N[C:22]1[C:27]([O:28][CH3:29])=[CH:26][CH:25]=[CH:24][C:23]=1O.CC[N:33]=C=NCCCN(C)C.CS(O)(=O)=O.C(=O)([O-])O.[Na+]>O.CN(C=O)C>[CH3:29][O:28][C:27]1[CH:26]=[CH:25][C:24]2[O:20][C:18]([C:16]3[CH:15]=[CH:14][C:6]4[N:7]([CH:8]5[CH2:9][CH2:10][O:11][CH2:12][CH2:13]5)[C:3]([CH3:2])=[N:4][C:5]=4[CH:17]=3)=[N:33][C:23]=2[CH:22]=1 |f:0.1,5.6|. Reported procedure: 2-methyl-1-(tetrahydropyran-4-yl)benzimidazole-5-carboxylic acid HCl salt (see Working Example 4-3) ((250 mg, 0.842 mmol), 2-amino-3-methoxyphenol (139 mg, 0.842 mmol), DMF (5 mL), and WSC (178 mg, 0.926 mmol) were stirred for 22 hours. Water was added and this was extracted with chloroform. After the organic layer obtained was dried over anhydrous sodium sulfate, it was filtered and concentrated. To a dioxane (5 mL) solution of the solid obtained was added methanesulfonic acid (283 mg, 2.95 mmo... Starting materials: C1(CCCCC1)Br (Cyclohexyl bromide), C(=O)([O-])[O-].[K+].[K+] (K2CO3), FC=1C=C2C(=C(NC2=CC1)C)C1=NNS(C2=C1C=CC=C2)(=O)=O (4-(5-fluoro-2-methyl-1H-indol-3-yl)-2H-benzo[e][1,2,3]thiadiazine 1,1-dioxide), C(=O)([O-])[O-].[K+].[K+] (K2CO3), BrCC(=O)OC(C)(C)C (tert-butyl bromoacetate). The solvent is O (H2O), C(Cl)Cl (CH2Cl2), CC#N (CH3CN). Reaction conditions: temperature 80 celsius, time 8 hour. Yields the product C(C)(C)(C)OC(CN1C(=C(C2=CC(=CC=C12)F)C1=NN(S(C2=C1C=CC=C2)(=O)=O)C2CCCCC2)C)=O ([3-(2-Cyclohexyl-1,1-dioxo-1,2-dihydro-1λ6-benzo[e][1,2,3]thiadiazin-4-yl)-5-fluoro-2-methyl-indol-1-yl]-acetic acid tert-butyl ester). RXN SMILES: [CH:1]1(Br)[CH2:6][CH2:5][CH2:4][CH2:3][CH2:2]1.C([O-])([O-])=O.[K+].[K+].[F:14][C:15]1[CH:16]=[C:17]2[C:21](=[CH:22][CH:23]=1)[NH:20][C:19]([CH3:24])=[C:18]2[C:25]1[C:30]2[CH:31]=[CH:32][CH:33]=[CH:34][C:29]=2[S:28](=[O:36])(=[O:35])[NH:27][N:26]=1.Br[CH2:38][C:39]([O:41][C:42]([CH3:45])([CH3:44])[CH3:43])=[O:40]>CC#N.O.C(Cl)Cl>[C:42]([O:41][C:39](=[O:40])[CH2:38][N:20]1[C:21]2[C:17](=[CH:16][C:15]([F:14])=[CH:23][CH:22]=2)[C:18]([C:25]2[C:30]3[CH:31]=[CH:32][CH:33]=[CH:34][C:29]=3[S:28](=[O:35])(=[O:36])[N:27]([CH:1]3[CH2:6][CH2:5][CH2:4][CH2:3][CH2:2]3)[N:26]=2)=[C:19]1[CH3:24])([CH3:45])([CH3:44])[CH3:43] |f:1.2.3|. Reported procedure: Cyclohexyl bromide (8 μL, 67 μmol) and K2CO3 (10 mg, 72 μmol) were added to a solution of 4-(5-fluoro-2-methyl-1H-indol-3-yl)-2H-benzo[e][1,2,3]thiadiazine 1,1-dioxide (20 mg, 61 μmol) in CH3CN (1 mL), and stirred overnight at 80° C. An additional amount of K2CO3 (10 mg, 72 μmol) and tert-butyl bromoacetate (14 μL, 92 μmol) was added, and the reaction mixture stirred an additional 2 h at 80° C. The reaction mixture was diluted with H2O and CH2Cl2, and filtered through an Extrelut column. The Ext... Starting materials: BrC1=C(C=CC=C1)S(=O)(=O)Cl (2-bromobenzene-1-sulfonyl chloride), C(C)(=O)NC1CCNCC1 (4-acetamidopiperidine), C(C)(C)N(CC)C(C)C (diisopropylethyl amine). Run in C(Cl)Cl (CH2Cl2). Product: BrC1=C(C=CC=C1)S(=O)(=O)N1CCC(CC1)NC(C)=O (N-(1-((2-Bromophenyl)sulfonyl)piperidin-4-yl)acetamide). Isolated yield 94.9%. Reaction SMILES: [Br:1][C:2]1[CH:7]=[CH:6][CH:5]=[CH:4][C:3]=1[S:8](Cl)(=[O:10])=[O:9].[C:12]([NH:15][CH:16]1[CH2:21][CH2:20][NH:19][CH2:18][CH2:17]1)(=[O:14])[CH3:13].C(N(C(C)C)CC)(C)C>C(Cl)Cl>[Br:1][C:2]1[CH:7]=[CH:6][CH:5]=[CH:4][C:3]=1[S:8]([N:19]1[CH2:20][CH2:21][CH:16]([NH:15][C:12](=[O:14])[CH3:13])[CH2:17][CH2:18]1)(=[O:10])=[O:9]. Procedure: A solution of 2-bromobenzene-1-sulfonyl chloride (0.500 g, 1.96 mmol), 4-acetamidopiperidine (0.335 g, 2.45 mmol), and diisopropylethyl amine (1.0 mL, 5.8 mmol) in CH2Cl2 (5 mL) was stirred for 15 min at rt. The reaction mixture was then washed with 1 N HCl (2×5 mL) followed by brine (10 mL). The organic layer was isolated, dried over MgSO4, filtered, and concentrated to dryness to give the title compound (0.672 g, 95%). The product was used without further purification. 1H NMR (400 MHz, CDCl3) ...